Dataset: the Open Reaction Database (ORD), a public repository of structured organic reaction records. Task: describe an organic reaction: reactants, conditions, products, and yield Reactants: CN1C(=C(C2=CC=CC=C12)C(=O)C1=C(C(=O)O)C=C(C=C1)N(C)C)C (2-[(1,2-dimethyl-3-indolyl)carbonyl]-5-dimethylaminobenzoic acid), CN(C1=CC(=CC=C1)N(C)C)C (N,N,N',N'-tetramethyl-m-phenylenediamine). Run in C(C)(=O)OC(C)=O (acetic anhydride). Product: CN(C1=C(C=CC(=C1)N(C)C)C1(OC(=O)C2=CC(=CC=C12)N(C)C)C1=C(N(C2=CC=CC=C12)C)C)C (3-[2,4-bis(dimethylamino)phenyl]-3-(1,2-dimethyl-3-indolyl)-6-dimethylaminophthalide), Formula III. As a reaction SMILES: [CH3:1][N:2]1[C:10]2[C:5](=[CH:6][CH:7]=[CH:8][CH:9]=2)[C:4]([C:11]([C:13]2[CH:21]=[CH:20][C:19]([N:22]([CH3:24])[CH3:23])=[CH:18][C:14]=2[C:15]([OH:17])=[O:16])=O)=[C:3]1[CH3:25].[CH3:26][N:27]([CH3:37])[C:28]1[CH:33]=[CH:32][CH:31]=[C:30]([N:34]([CH3:36])[CH3:35])[CH:29]=1>C(OC(=O)C)(=O)C>[CH3:35][N:34]([CH3:36])[C:30]1[CH:29]=[C:28]([N:27]([CH3:37])[CH3:26])[CH:33]=[CH:32][C:31]=1[C:11]1([C:4]2[C:5]3[C:10](=[CH:9][CH:8]=[CH:7][CH:6]=3)[N:2]([CH3:1])[C:3]=2[CH3:25])[C:13]2[C:14](=[CH:18][C:19]([N:22]([CH3:24])[CH3:23])=[CH:20][CH:21]=2)[C:15](=[O:16])[O:17]1. Procedure: A mixture of 0.34 g (0.001 mole) of 2-[(1,2-dimethyl-3-indolyl)carbonyl]-5-dimethylaminobenzoic acid prepared as described in Example 1 of U.S. Pat. No. 3,540,910 was interacted with 0.16 g (0.001 mole) of N,N,N',N'-tetramethyl-m-phenylenediamine in 5 ml of acetic anhydride in a similar manner to the procedure described in Example 1, part C hereinabove to obtain 3-[2,4-bis(dimethylamino)phenyl]-3-(1,2-dimethyl-3-indolyl)-6-dimethylaminophthalide (Formula III: R0 =R1 =R3 =Y1 =H; R2 =N(CH3)2 ; R=R... The reactants are Cl (hydrochloric acid), C(CCCCCCCCCCCCC)N (1-Tetradecylamine), [C@@H]12[C@@H](CC=CC1)C(=O)OC2=O (cis-4-cyclohexene-1,2-dicarboxylic anhydride), [BH4-].[Na+] (sodium borohydride). The solvent is O (water), CC(C)O (2-propanol). Conditions: temperature 140 celsius, time 5 hour. Product: OCC1CC=CCC1C(=O)NCCCCCCCCCCCCCC (6-(Hydroxymethyl)-N-tetradecyl-3-cyclohexene-1-carboxamide). The yield is 93.1%. As a reaction SMILES: [CH2:1]([NH2:15])[CH2:2][CH2:3][CH2:4][CH2:5][CH2:6][CH2:7][CH2:8][CH2:9][CH2:10][CH2:11][CH2:12][CH2:13][CH3:14].[C@@H:16]12[C:25](=O)[O:24][C:22](=[O:23])[C@@H:17]1[CH2:18][CH:19]=[CH:20][CH2:21]2.[BH4-].[Na+].Cl>O.CC(O)C>[OH:24][CH2:25][CH:16]1[CH:17]([C:22]([NH:15][CH2:1][CH2:2][CH2:3][CH2:4][CH2:5][CH2:6][CH2:7][CH2:8][CH2:9][CH2:10][CH2:11][CH2:12][CH2:13][CH3:14])=[O:23])[CH2:18][CH:19]=[CH:20][CH2:21]1 |f:2.3|. Procedure: 1-Tetradecylamine (3.51 g) was added to cis-4-cyclohexene-1,2-dicarboxylic anhydride (2.50 g) and stirred for 5 hours at 140° C. The reaction mixture was suspended into a mixed solution of 2-propanol (125 ml) and water (21 ml) and then sodium borohydride (3.11 g) was added thereto at room temperature. After being stirred for 67.5 hours at room temperature, the reaction mixture was acidified with dilute hydrochloric acid. The resulting solid was collected by filtration under a vacuum, washed with... Starting materials: C(C1=CC=CC=C1)N1C(C2=CC=CC=C2CC1C)C1=CC=C(C=C1)C(F)(F)F (2-benzyl-3-methyl-1-(4-(trifluoromethyl)phenyl)-1,2,3,4-tetrahydroisoquinoline), Cl (HCl). Reagents/catalysts: [Pd] (palladium), [Pd] (palladium). Solvent: CO (MeOH). Run at time 16 hour. Product: Cl.CC1NC(C2=CC=CC=C2C1)C1=CC=C(C=C1)C(F)(F)F (3-Methyl-1-(4-(trifluoromethyl)phenyl)-1,2,3,4-tetrahydroisoquinoline hydrogen chloride). RXN SMILES: C([N:8]1[CH:17]([CH3:18])[CH2:16][C:15]2[C:10](=[CH:11][CH:12]=[CH:13][CH:14]=2)[CH:9]1[C:19]1[CH:24]=[CH:23][C:22]([C:25]([F:28])([F:27])[F:26])=[CH:21][CH:20]=1)C1C=CC=CC=1.[ClH:29]>CO.[Pd]>[ClH:29].[CH3:18][CH:17]1[CH2:16][C:15]2[C:10](=[CH:11][CH:12]=[CH:13][CH:14]=2)[CH:9]([C:19]2[CH:20]=[CH:21][C:22]([C:25]([F:27])([F:26])[F:28])=[CH:23][CH:24]=2)[NH:8]1 |f:4.5|. Procedure details: To a solution of 2-benzyl-3-methyl-1-(4-(trifluoromethyl)phenyl)-1,2,3,4-tetrahydroisoquinoline (485 mg, 1.27 mmol) in MeOH (5 mL) was added palladium, 10 wt. % on activated carbon (41 mg, 0.38 mmol). The resulting mixture was then stirred under H2 for 16 h. Then, 5 N HCl (0.2 mL) was added followed by palladium, 10 wt. % on activated carbon (41 mg, 0.38 mmol). The resulting mixture was stirred at RT under H2 (45 psi) for 30 min. The mixture was filtered through celite and the celite was washed ...